From a dataset of the Open Reaction Database (ORD), a public repository of structured organic reaction records. describe an organic reaction: reactants, conditions, products, and yield Starting materials: COC(=O)CNC(=O)C(CCSC)NC(=O)C(Cc1ccc(O)cc1)NC(=O)OC(C)(C)C, CO, [K+], [OH-], O. The product is CSCCC(NC(=O)C(Cc1ccc(O)cc1)NC(=O)OC(C)(C)C)C(=O)NCC(=O)O. RXN SMILES: [C:1](=[O:2])([O:3][C:4]([CH3:5])([CH3:6])[CH3:7])[NH:8][CH:9]([CH2:10][c:11]1[cH:12][cH:13][c:14]([OH:17])[cH:15][cH:16]1)[C:18](=[O:19])[NH:20][CH:21]([CH2:22][CH2:23][S:24][CH3:25])[C:26](=[O:27])[NH:28][CH2:29][C:30](=[O:31])[O:32][CH3:33].[CH3:37][OH:38].[K+:36].[OH-:35].[OH2:34]>>[C:1](=[O:2])([O:3][C:4]([CH3:5])([CH3:6])[CH3:7])[NH:8][CH:9]([CH2:10][c:11]1[cH:12][cH:13][c:14]([OH:17])[cH:15][cH:16]1)[C:18](=[O:19])[NH:20][CH:21]([CH2:22][CH2:23][S:24][CH3:25])[C:26](=[O:27])[NH:28][CH2:29][C:30](=[O:31])[OH:32]. Starting materials: [H-].[Na+] (sodium hydride), O (water), C(C)C=1N(C=2CCCC(C2C1)=O)CC1=C(C=CC=C1)C1=CC=CC=C1 (2-Ethyl-1,5,6,7-tetrahydro-1-(2-phenyl-phenylmethyl)-4H-indol-4-one), C1(=CC=CC=C1)S(=O)OC (Methyl benzene sulfinate). The solvent is O1CCCC1 (tetrahydrofuran), C(C)(=O)O (acetic acid), O1CCCC1 (tetrahydrofuran). Reaction conditions: time 15 minute. Product: C(C)C=1N(C2=CC=CC(=C2C1)O)CC1=C(C=CC=C1)C1=CC=CC=C1 (2-ethyl-4-hydroxy-1-(2-phenyl-phenylmethyl)-1H-indole). The yield is 39.3%. RXN SMILES: [CH2:1]([C:3]1[N:4]([CH2:13][C:14]2[CH:19]=[CH:18][CH:17]=[CH:16][C:15]=2[C:20]2[CH:25]=[CH:24][CH:23]=[CH:22][CH:21]=2)[C:5]2[CH2:6][CH2:7][CH2:8][C:9](=[O:12])[C:10]=2[CH:11]=1)[CH3:2].[H-].[Na+].C1(S(OC)=O)C=CC=CC=1.O>O1CCCC1.C(O)(=O)C>[CH2:1]([C:3]1[N:4]([CH2:13][C:14]2[CH:19]=[CH:18][CH:17]=[CH:16][C:15]=2[C:20]2[CH:25]=[CH:24][CH:23]=[CH:22][CH:21]=2)[C:5]2[C:10]([CH:11]=1)=[C:9]([OH:12])[CH:8]=[CH:7][CH:6]=2)[CH3:2] |f:1.2|. Procedure: 2-Ethyl-1,5,6,7-tetrahydro-1-(2-phenyl-phenylmethyl)-4H-indol-4-one (2.17 g, 0.0066 mol) dissolved in 10 mL of tetrahydrofuran was added to a slurry of sodium hydride (0.58 g) in 3 mL of tetrahydrofuran and the mixture was stirred for 15 min at room temperature. Methyl benzene sulfinate (1.13 g) was added and the solution stirred overnight. The reaction mixture was poured into water, the pH adjusted to 6 with acetic acid and extracted with toluene. The organic layer was separated, washed with wa... Yields the product O=C(Nc1ccc(C(=O)N2Cc3ccccc3Cc3ccccc32)cc1)c1ccccc1-c1ccccc1. Reaction SMILES: [C:53]([O:54][CH2:55][CH3:56])(=[O:57])[CH3:58].[CH3:59][CH2:60][CH2:61][CH2:62][CH2:63][CH3:64].[CH:40]([N:41]([CH2:42][CH3:43])[CH:44]([CH3:45])[CH3:46])([CH3:47])[CH3:48].[Cl:50][CH2:51][Cl:52].[OH2:49].[c:16]1(-[c:34]2[cH:35][cH:36][cH:37][cH:38][cH:39]2)[c:17]([C:22](=[O:23])[NH:24][c:25]2[cH:26][cH:27][c:28]([C:29](=[O:30])[Cl:31])[cH:32][cH:33]2)[cH:18][cH:19][cH:20][cH:21]1.[cH:1]1[cH:2][cH:3][cH:4][c:5]2[c:11]1[CH2:10][c:9]1[c:8]([cH:15][cH:14][cH:13][cH:12]1)[CH2:7][NH:6]2>>[cH:1]1[cH:2][cH:3][cH:4][c:5]2[c:11]1[CH2:10][c:9]1[c:8]([cH:15][cH:14][cH:13][cH:12]1)[CH2:7][N:6]2[C:29]([c:28]1[cH:27][cH:26][c:25]([NH:24][C:22]([c:17]2[c:16](-[c:34]3[cH:35][cH:36][cH:37][cH:38][cH:39]3)[cH:21][cH:20][cH:19][cH:18]2)=[O:23])[cH:33][cH:32]1)=[O:30]. Starting materials: CCOC(C)=O, CCCCCC, CCN(C(C)C)C(C)C, ClCCl, O, O=C(Cl)c1ccc(NC(=O)c2ccccc2-c2ccccc2)cc1, c1ccc2c(c1)CNc1ccccc1C2. Starting materials: COC(=O)c1ccc(-c2nnc(CCc3ccccc3)o2)cc1, [Li+], [OH-]. The product is O=C(O)c1ccc(-c2nnc(CCc3ccccc3)o2)cc1. Reaction SMILES: [CH3:1][O:2][C:3]([c:4]1[cH:5][cH:6][c:7](-[c:10]2[o:11][c:12]([CH2:15][CH2:16][c:17]3[cH:18][cH:19][cH:20][cH:21][cH:22]3)[n:13][n:14]2)[cH:8][cH:9]1)=[O:23].[Li+:24].[OH-:25]>>[O:2]=[C:3]([c:4]1[cH:5][cH:6][c:7](-[c:10]2[o:11][c:12]([CH2:15][CH2:16][c:17]3[cH:18][cH:19][cH:20][cH:21][cH:22]3)[n:13][n:14]2)[cH:8][cH:9]1)[OH:23]. Starting materials: O=S(=O)(c1cccc(C(F)(F)F)c1)N1CCC(O)CC1, CCOC(=O)N=NC(=O)OCC, C1CCOC1, O=C1c2ccccc2C(=O)N1O, c1ccc(P(c2ccccc2)c2ccccc2)cc1. Product: O=C1c2ccccc2C(=O)N1OC1CCN(S(=O)(=O)c2cccc(C(F)(F)F)c2)CC1. RXN SMILES: [F:13][C:14]([c:15]1[cH:16][c:17]([S:21](=[O:22])(=[O:23])[N:24]2[CH2:25][CH2:26][CH:27]([OH:30])[CH2:28][CH2:29]2)[cH:18][cH:19][cH:20]1)([F:31])[F:32].[O:1]=[C:2]([O:3][CH2:4][CH3:5])[N:6]=[N:7][C:8]([O:9][CH2:10][CH3:11])=[O:12].[O:64]1[CH2:65][CH2:66][CH2:67][CH2:68]1.[OH:33][N:34]1[C:35](=[O:44])[c:36]2[cH:37][cH:38][cH:39][cH:40][c:41]2[C:42]1=[O:43].[c:45]1([P:46]([c:47]2[cH:48][cH:49][cH:50][cH:51][cH:52]2)[c:53]2[cH:54][cH:55][cH:56][cH:57][cH:58]2)[cH:59][cH:60][cH:61][cH:62][cH:63]1>>[F:13][C:14]([c:15]1[cH:16][c:17]([S:21](=[O:22])(=[O:23])[N:24]2[CH2:25][CH2:26][CH:27]([O:30][N:34]3[C:35](=[O:44])[c:36]4[cH:37][cH:38][cH:39][cH:40][c:41]4[C:42]3=[O:43])[CH2:28][CH2:29]2)[cH:18][cH:19][cH:20]1)([F:31])[F:32]. Reactants: C(C=C)N1C(=NC=C1)C=1SC(=CC1C1=C(C=C(C=C1)Cl)Cl)I (1-allyl-2-[3-(2,4-dichlorophenyl)-5-iodo-2-thienyl]-1H-imidazole), C[Sn](C1=CC(=NC=C1)NC(C)=O)(C)C (N-[4-(trimethylstannyl)pyridin-2-yl]acetamide), [Li+].[Cl-] (LiCl). The reagents and catalysts are C=1C=CC(=CC1)[P](C=2C=CC=CC2)(C=3C=CC=CC3)[Pd]([P](C=4C=CC=CC4)(C=5C=CC=CC5)C=6C=CC=CC6)([P](C=7C=CC=CC7)(C=8C=CC=CC8)C=9C=CC=CC9)[P](C=1C=CC=CC1)(C=1C=CC=CC1)C=1C=CC=CC1 (tetrakis(triphenylphosphine)palladium), [Cu]I (CuI). Reaction conditions: temperature 90 celsius, time 5 hour. Product: C(C=C)N1C(=NC=C1)C1=C(C=C(S1)C1=CC(=NC=C1)NC(C)=O)C1=C(C=C(C=C1)Cl)Cl (N-{4-[5-(1-allyl-1H-imidazol-2-yl)-4-(2,4-dichlorophenyl)-2-thienyl]pyridin-2-yl}acetamide). Isolated yield 50.6%. As a reaction SMILES: [CH2:1]([N:4]1[CH:8]=[CH:7][N:6]=[C:5]1[C:9]1[S:10][C:11](I)=[CH:12][C:13]=1[C:14]1[CH:19]=[CH:18][C:17]([Cl:20])=[CH:16][C:15]=1[Cl:21])[CH:2]=[CH2:3].C[Sn](C)(C)[C:25]1[CH:30]=[CH:29][N:28]=[C:27]([NH:31][C:32](=[O:34])[CH3:33])[CH:26]=1.[Li+].[Cl-]>C1C=CC([P]([Pd]([P](C2C=CC=CC=2)(C2C=CC=CC=2)C2C=CC=CC=2)([P](C2C=CC=CC=2)(C2C=CC=CC=2)C2C=CC=CC=2)[P](C2C=CC=CC=2)(C2C=CC=CC=2)C2C=CC=CC=2)(C2C=CC=CC=2)C2C=CC=CC=2)=CC=1.[Cu]I>[CH2:1]([N:4]1[CH:8]=[CH:7][N:6]=[C:5]1[C:9]1[S:10][C:11]([C:25]2[CH:30]=[CH:29][N:28]=[C:27]([NH:31][C:32](=[O:34])[CH3:33])[CH:26]=2)=[CH:12][C:13]=1[C:14]1[CH:19]=[CH:18][C:17]([Cl:20])=[CH:16][C:15]=1[Cl:21])[CH:2]=[CH2:3] |f:2.3,^1:42,44,63,82|. Reported procedure: 1-allyl-2-[3-(2,4-dichlorophenyl)-5-iodo-2-thienyl]-1H-imidazole (4) (2.00 g, 4.34 mmol), N-[4-(trimethylstannyl)pyridin-2-yl]acetamide (2.59 g, 8.67 mmol), tetrakis(triphenylphosphine)palladium (0.25 g, 0.22 mmol), CuI (0.25 g, 1.30 mmol), and LiCl (0.55 g, 13.0 mmol) were weighed into a round bottom flask, equipped with reflux condenser, and the flask was purged with Argon. To this mixture was added 1,4-dioxane (100 mL) and the resulting suspension was stirred for 5 hrs at 90° C. The reaction ...